The task is: describe an organic reaction: reactants, conditions, products, and yield. This data is from the Open Reaction Database (ORD), a public repository of structured organic reaction records. Reactants: S(=O)(Cl)Cl (thionyl chloride), C(C)OC(CC1=CC=C(C=C1)SCC1=C(C=CC=C1)C(=O)O)=O (4-(2-carboxy-benzyl-thio)phenyl-acetic acid ethyl ester). Conditions: time 90 minute. Product: O=C1C2=C(SCC3=C1C=CC=C3)C=CC(=C2)CC(=O)O (6,11-dihydro-11-oxo-dibenzo[b,e]thiepine-2-acetic acid). RXN SMILES: S(Cl)(Cl)=O.C([O:7][C:8](=[O:27])[CH2:9][C:10]1[CH:15]=[CH:14][C:13]([S:16][CH2:17][C:18]2[CH:23]=[CH:22][CH:21]=[CH:20][C:19]=2[C:24]([OH:26])=O)=[CH:12][CH:11]=1)C>>[O:26]=[C:24]1[C:19]2[CH:20]=[CH:21][CH:22]=[CH:23][C:18]=2[CH2:17][S:16][C:13]2[CH:14]=[CH:15][C:10]([CH2:9][C:8]([OH:7])=[O:27])=[CH:11][C:12]1=2. Procedure details: 66 cc of thionyl chloride are added at room temperature to 13.2 g of 4-(2-carboxy-benzyl-thio)phenyl-acetic acid ethyl ester and the mixture is stirred for 90 minutes until gas evolution stops. The mixture is completely concentrated by evaporation at reduced pressure and the resulting light yellow oil is dissolved in ether, whereby 4-(2-chloro-carbonyl-benzyl-thio)phenyl-acetic acid ethyl ester precipitates in the form of light yellow crystals. M.P. 78°-79°. Reactants: C(C1=CC=CC=C1)OC=1C=C2C(=C(N(C2=CC1)CCCOC1=CC=CC2=CC=CC=C12)C(=O)OCC)C1=C(C=CC=C1)C(C)C (ethyl 5-(benzyloxy)-3-(2-isopropylphenyl)-1-(3-(naphthalen-1-yloxy)propyl)-1H-indole-2-carboxylate). The reagents and catalysts are O[Pd]O (dihydroxypalladium). The solvent is O1CCCC1 (tetrahydrofuran). Yields the product OC=1C=C2C(=C(N(C2=CC1)CCCOC1=CC=CC2=CC=CC=C12)C(=O)OCC)C1=C(C=CC=C1)C(C)C (ethyl 5-hydroxy-3-(2-isopropylphenyl)-1-(3-(naphthalen-1-yloxy)propyl)-1H-indole-2-carboxylate). Reaction SMILES: C([O:8][C:9]1[CH:10]=[C:11]2[C:15](=[CH:16][CH:17]=1)[N:14]([CH2:18][CH2:19][CH2:20][O:21][C:22]1[C:31]3[C:26](=[CH:27][CH:28]=[CH:29][CH:30]=3)[CH:25]=[CH:24][CH:23]=1)[C:13]([C:32]([O:34][CH2:35][CH3:36])=[O:33])=[C:12]2[C:37]1[CH:42]=[CH:41][CH:40]=[CH:39][C:38]=1[CH:43]([CH3:45])[CH3:44])C1C=CC=CC=1>O1CCCC1.O[Pd]O>[OH:8][C:9]1[CH:10]=[C:11]2[C:15](=[CH:16][CH:17]=1)[N:14]([CH2:18][CH2:19][CH2:20][O:21][C:22]1[C:31]3[C:26](=[CH:27][CH:28]=[CH:29][CH:30]=3)[CH:25]=[CH:24][CH:23]=1)[C:13]([C:32]([O:34][CH2:35][CH3:36])=[O:33])=[C:12]2[C:37]1[CH:42]=[CH:41][CH:40]=[CH:39][C:38]=1[CH:43]([CH3:44])[CH3:45]. Procedure: A mixture of EXAMPLE 149A (250 mg) and dihydroxypalladium (on carbon) (20 mg) in tetrahydrofuran was stirred a room temperature under a hydrogen atmosphere (30 psi) for 29 hours. The insoluble material was filtered off and the filtrate was concentrated. The residue was purified by flash chromatography, eluting with dichloromethane to provide the title compound. Reactants: CC(C)=O, CO, Fc1ccc(Cn2c(NC3CCNCC3)nc3cncnc32)cc1, [H][H]. Product: CC(C)N1CCC(Nc2nc3cncnc3n2Cc2ccc(F)cc2)CC1. RXN SMILES: [CH3:25][C:26]([CH3:27])=[O:28].[CH3:31][OH:32].[F:1][c:2]1[cH:3][cH:4][c:5]([CH2:8][n:9]2[c:10]3[n:11][cH:12][n:13][cH:14][c:15]3[n:16][c:17]2[NH:18][CH:19]2[CH2:20][CH2:21][NH:22][CH2:23][CH2:24]2)[cH:6][cH:7]1.[H:29][H:30]>>[F:1][c:2]1[cH:3][cH:4][c:5]([CH2:8][n:9]2[c:10]3[n:11][cH:12][n:13][cH:14][c:15]3[n:16][c:17]2[NH:18][CH:19]2[CH2:20][CH2:21][N:22]([CH:26]([CH3:25])[CH3:27])[CH2:23][CH2:24]2)[cH:6][cH:7]1.